This data is from the Open Reaction Database (ORD), a public repository of structured organic reaction records. The task is: describe an organic reaction: reactants, conditions, products, and yield Product: Cc1cc(C)c(S(=O)(=O)Cl)cc1-n1nc(C(F)(F)F)nc1N. Starting materials: CCOC(C)=O, O=S(=O)(O)Cl, Cc1ccc(-n2nc(C(F)(F)F)nc2N)c(C)c1. Reaction SMILES: [CH3:24][CH2:25][O:26][C:27](=[O:28])[CH3:29].[Cl:1][S:2](=[O:3])(=[O:4])[OH:5].[NH2:6][c:7]1[n:8][c:9]([C:20]([F:21])([F:22])[F:23])[n:10][n:11]1-[c:12]1[c:13]([CH3:19])[cH:14][c:15]([CH3:18])[cH:16][cH:17]1>>[Cl:1][S:2](=[O:3])(=[O:5])[c:16]1[c:15]([CH3:18])[cH:14][c:13]([CH3:19])[c:12](-[n:11]2[c:7]([NH2:6])[n:8][c:9]([C:20]([F:21])([F:22])[F:23])[n:10]2)[cH:17]1. The reactants are example 108 ( v ), C(C)(C)N1CCC(CC1)NC(=O)C1=NC2=C(N1)C=CC=C2OCCO[Si](C)(C)C(C)(C)C (4-[2-(tert-Butyl-dimethyl-silanyloxy)-ethoxy]-1H-benzoimidazole-2-carboxylic acid (1-isopropyl-piperidin-4-yl)-amide), BrCC(=O)NC1=NC=C(C=C1)Cl (2-bromo-N-(5-chloro-pyridin-2-yl)-acetamide). Yields the product C(C)(C)N1CCC(CC1)NC(=O)C1=NC2=C(N1CC(NC1=NC=C(C=C1)Cl)=O)C=CC=C2OCCO[Si](C)(C)C(C)(C)C (4-[2-(tert-Butyl-dimethyl-silanyloxy)-ethoxy]-1-[(5-chloro-pyridin-2-ylcarbamoyl)-methyl]-1H-benzoimidazole-2-carboxylic acid (1-isopropyl-piperidin-4-yl)-amide). RXN SMILES: [CH:1]([N:4]1[CH2:9][CH2:8][CH:7]([NH:10][C:11]([C:13]2[NH:17][C:16]3[CH:18]=[CH:19][CH:20]=[C:21]([O:22][CH2:23][CH2:24][O:25][Si:26]([C:29]([CH3:32])([CH3:31])[CH3:30])([CH3:28])[CH3:27])[C:15]=3[N:14]=2)=[O:12])[CH2:6][CH2:5]1)([CH3:3])[CH3:2].Br[CH2:34][C:35]([NH:37][C:38]1[CH:43]=[CH:42][C:41]([Cl:44])=[CH:40][N:39]=1)=[O:36]>>[CH:1]([N:4]1[CH2:9][CH2:8][CH:7]([NH:10][C:11]([C:13]2[N:17]([CH2:34][C:35](=[O:36])[NH:37][C:38]3[CH:43]=[CH:42][C:41]([Cl:44])=[CH:40][N:39]=3)[C:16]3[CH:18]=[CH:19][CH:20]=[C:21]([O:22][CH2:23][CH2:24][O:25][Si:26]([C:29]([CH3:30])([CH3:32])[CH3:31])([CH3:27])[CH3:28])[C:15]=3[N:14]=2)=[O:12])[CH2:6][CH2:5]1)([CH3:3])[CH3:2]. Procedure: 4-[2-(tert-Butyl-dimethyl-silanyloxy)-ethoxy]-1-[(5-chloro-pyridin-2-ylcarbamoyl)-methyl]-1H-benzoimidazole-2-carboxylic acid (1-isopropyl-piperidin-4-yl)-amide was prepared by a procedure according to example 108 (v) starting from 670.0 mg (1.45 mmol) 4-[2-(tert-Butyl-dimethyl-silanyloxy)-ethoxy]-1H-benzoimidazole-2-carboxylic acid (1-isopropyl-piperidin-4-yl)-amide and 362.8 mg (1.45 mmol) 2-bromo-N-(5-chloro-pyridin-2-yl)-acetamide. Final purification by flash-chromatography on silica gel usi...